This data is from the Open Reaction Database (ORD), a public repository of structured organic reaction records. The task is: describe an organic reaction: reactants, conditions, products, and yield The product is CC(CSC1=C(C=C(C=C1)C=1SC(=C(N1)C)C(=O)OCC)[N+](=O)[O-])C (ethyl 2-[4-(2-methylpropylthio)-3-nitropheny]-4-methyl-1,3-thiazole-5-carboxylate). As a reaction SMILES: F[C:2]1[CH:7]=[CH:6][C:5]([C:8]2[S:9][C:10]([C:14]([O:16][CH2:17][CH3:18])=[O:15])=[C:11]([CH3:13])[N:12]=2)=[CH:4][C:3]=1[N+:19]([O-:21])=[O:20].C(=O)([O-])[O-].[Cs+].[Cs+].O>CN(C)C=O>[CH3:4][CH:5]([CH3:6])[CH2:8][S:9][C:2]1[CH:7]=[CH:6][C:5]([C:8]2[S:9][C:10]([C:14]([O:16][CH2:17][CH3:18])=[O:15])=[C:11]([CH3:13])[N:12]=2)=[CH:4][C:3]=1[N+:19]([O-:21])=[O:20] |f:1.2.3|. The reactants are FC1=C(C=C(C=C1)C=1SC(=C(N1)C)C(=O)OCC)[N+](=O)[O-] (ethyl 2-[4-fluoro-3-nitrophenyl]-4-methyl-1,3-thiazole-5-carboxylate), O (water), C([O-])([O-])=O.[Cs+].[Cs+] (cesium carbonate), 2-methylpropylthiol. Reaction conditions: temperature 80 celsius, time 5 hour. Reported procedure: A reaction mixture solution prepared by suspending 155.2 mg of ethyl 2-[4-fluoro-3-nitrophenyl]-4-methyl-1,3-thiazole-5-carboxylate and 244.4 mg of cesium carbonate in 1.5 mL of N,N-dimethylformamide and adding 49.6 mg of 2-methylpropylthiol was heated under stirring at 80° C. for 5 hours under a nitrogen atmosphere. The reaction mixture solution was cooled to room temperature, 3 mL of water was added and extraction was performed using ethyl acetate. The organic layer was concentrated under redu... Run in CN(C=O)C (N,N-dimethylformamide). Reactants: C(C)(C)(C)OC(=O)N1[C@@H](CCC1)COC1=NC(=C(C=C1)[N+](=O)[O-])OC ((S)-2-(6-methoxy-5-nitro-pyridin-2-yloxymethyl)-pyrrolidine-1-carboxylic acid tert-butyl ester). The reagents and catalysts are [Pd] (palladium on charcoal). Run in CO (methanol). Yields the product C(C)(C)(C)OC(=O)N1[C@@H](CCC1)COC1=NC(=C(C=C1)N)OC ((S)-2-(5-Amino-6-methoxy-pyridin-2-yloxymethyl)-pyrrolidine-1-carboxylic Acid Tert-Butyl Ester). The yield is 96.6%. RXN SMILES: [C:1]([O:5][C:6]([N:8]1[CH2:12][CH2:11][CH2:10][C@H:9]1[CH2:13][O:14][C:15]1[CH:20]=[CH:19][C:18]([N+:21]([O-])=O)=[C:17]([O:24][CH3:25])[N:16]=1)=[O:7])([CH3:4])([CH3:3])[CH3:2]>CO.[Pd]>[C:1]([O:5][C:6]([N:8]1[CH2:12][CH2:11][CH2:10][C@H:9]1[CH2:13][O:14][C:15]1[CH:20]=[CH:19][C:18]([NH2:21])=[C:17]([O:24][CH3:25])[N:16]=1)=[O:7])([CH3:4])([CH3:3])[CH3:2]. Reported procedure: A solution of (S)-2-(6-methoxy-5-nitro-pyridin-2-yloxymethyl)-pyrrolidine-1-carboxylic acid tert-butyl ester (0.11 g, 0.32 mmol) in methanol (11 ml) was hydrogenated using the ThalesNano H-Cube® hydrogenation reactor employing a 10% palladium on charcoal catalyst cartridge. After concentration of the solution under reduced pressure 0.10 g (92.6%) of the title compound were obtained. Reactants: Br, CCC(C)COc1ccc(Br)cc1C#N, CCCCCCC(C)Oc1ccccc1C#N, ClC(Cl)Cl. The product is CCCCCCC(C)Oc1ccc(Br)cc1C#N. Reaction SMILES: [Br:18].[Br:19][c:20]1[cH:21][cH:22][c:23]([O:24][CH2:25][CH:26]([CH3:27])[CH2:28][CH3:29])[c:30]([C:32]#[N:33])[cH:31]1.[CH3:1][CH:2]([CH2:3][CH2:4][CH2:5][CH2:6][CH2:7][CH3:8])[O:9][c:10]1[c:11]([C:12]#[N:13])[cH:14][cH:15][cH:16][cH:17]1.[CH:34]([Cl:35])([Cl:36])[Cl:37]>>[CH3:1][CH:2]([CH2:3][CH2:4][CH2:5][CH2:6][CH2:7][CH3:8])[O:9][c:10]1[c:11]([C:12]#[N:13])[cH:14][c:15]([Br:19])[cH:16][cH:17]1. Starting materials: S(C)(=O)(=O)OCCC1=CC=C(C=C1)NS(=O)(=O)C (4-Methanesulphonamidophenethyl mesylate), C(C)NCC1=CC=CC=C1 (N-ethylbenzylamine). Product: C(C1=CC=CC=C1)N(CC)CCC1=CC=C(C=C1)NS(=O)(=O)C (N-Benzyl-N-ethyl-4-methanesulphonamidophenethylamine). Procedure details: 4-Methanesulphonamidophenethyl mesylate (10 g, 34 mmole) and N-ethylbenzylamine (10 ml, 67 mmole) were heated at reflux temperature in ethanol (80 ml) for 3 hours. The solvent was evaporated, the residue taken up in 2M hydrochloric acid and washed twice with methylene chloride. The aqueous layer was basified with sodium bicarbonate (to pH ~12) and extracted with methylene chloride. The latter organic extract was dried (MgSO4) and evaporated to give an oil which solidified when triturated with di... As a reaction SMILES: S(O[CH2:6][CH2:7][C:8]1[CH:13]=[CH:12][C:11]([NH:14][S:15]([CH3:18])(=[O:17])=[O:16])=[CH:10][CH:9]=1)(=O)(=O)C.[CH2:19]([NH:21][CH2:22][C:23]1[CH:28]=[CH:27][CH:26]=[CH:25][CH:24]=1)[CH3:20]>C(O)C>[CH2:22]([N:21]([CH2:6][CH2:7][C:8]1[CH:13]=[CH:12][C:11]([NH:14][S:15]([CH3:18])(=[O:17])=[O:16])=[CH:10][CH:9]=1)[CH2:19][CH3:20])[C:23]1[CH:28]=[CH:27][CH:26]=[CH:25][CH:24]=1. Run in C(C)O (ethanol). The reactants are C(C)O (ethanol), C(C)(C)(C)N1N=CC(=C(C1=O)C(F)F)Cl (2-tert-butyl-5-chloro-4-difluoromethylpyridazin-3-(2H)-one), N1=CC=C(C=C1)CN (4-picolylamine). Solvent: C(C)N(CC)CC (triethylamine). Yields the product C(C)(C)(C)N1N=CC(=C(C1=O)C(F)F)NCC1=CC=NC=C1 (2-tert-butyl-4-difluoromethyl-5-(4-pyridylmethylamino)pyridazin-3-(2H)-one). RXN SMILES: C(O)C.[C:4]([N:8]1[C:13](=[O:14])[C:12]([CH:15]([F:17])[F:16])=[C:11](Cl)[CH:10]=[N:9]1)([CH3:7])([CH3:6])[CH3:5].[N:19]1[CH:24]=[CH:23][C:22]([CH2:25][NH2:26])=[CH:21][CH:20]=1>C(N(CC)CC)C>[C:4]([N:8]1[C:13](=[O:14])[C:12]([CH:15]([F:17])[F:16])=[C:11]([NH:26][CH2:25][C:22]2[CH:23]=[CH:24][N:19]=[CH:20][CH:21]=2)[CH:10]=[N:9]1)([CH3:7])([CH3:6])[CH3:5]. Procedure: 20 ml of an absolute ethanol solution of 0.71 g of 2-tert-butyl-5-chloro-4-difluoromethylpyridazin-3-(2H)-one, 0.33 g of 4-picolylamine and 0.33 g of triethylamine, was reacted for 5 hours under heating and refluxing and left to cool. Then, the mixture was extracted with ethyl acetate, then washed with water and a saturated sodium chloride aqueous solution and then dried over anhydrous sodium sulfate. The solvent was distilled off. The residue was subjected to column chromatography, and using an... The reactants are O=C1[C@]2(C=3C(=NC=CC3)N1)CC1=C(C=C3C=CC(=NC3=C1)C=O)C2 ((s)-2′-oxo-1′,2′,6,8-tetrahydrospiro[cyclopenta[g]quinoline-7,3′-pyrrolo[2,3-b]pyridine]-2-carbaldehyde), O=C1[C@]2(C=3C(=NC=CC3)N1)CC1=C(C=C3C=CC(=NC3=C1)C=O)C2 ((s)-2′-oxo-1′,2′,6,8-tetrahydrospiro[cyclopenta[g]quinoline-7,3′-pyrrolo[2,3-b]pyridine]-2-carbaldehyde), [BH4-].[Na+] (sodium borohydride). Run in CO (MeOH), CS(=O)C (DMSO). Conditions: time 1 hour. Product: OCC1=NC2=CC3=C(C=C2C=C1)C[C@]1(C(NC2=NC=CC=C21)=O)C3 ((S)-2-(Hydroxymethyl)-6,8-dihydrospiro[cyclopenta[g]quinoline-7,3′-pyrrolo[2,3-b]pyridin]-2′(1′H)-one). As a reaction SMILES: [O:1]=[C:2]1[NH:10][C:5]2=[N:6][CH:7]=[CH:8][CH:9]=[C:4]2[C@:3]21[CH2:24][C:13]1[CH:14]=[C:15]3[C:20](=[CH:21][C:12]=1[CH2:11]2)[N:19]=[C:18]([CH:22]=[O:23])[CH:17]=[CH:16]3.[BH4-].[Na+]>CO.CS(C)=O>[OH:23][CH2:22][C:18]1[CH:17]=[CH:16][C:15]2[C:20](=[CH:21][C:12]3[CH2:11][C@:3]4([C:4]5[C:5](=[N:6][CH:7]=[CH:8][CH:9]=5)[NH:10][C:2]4=[O:1])[CH2:24][C:13]=3[CH:14]=2)[N:19]=1 |f:1.2|. Procedure details: To a stirred suspension of (s)-2′-oxo-1′,2′,6,8-tetrahydrospiro[cyclopenta[g]quinoline-7,3′-pyrrolo[2,3-b]pyridine]-2-carbaldehyde (80 mg, 0.25 mmol, described in Intermediate 10) in a mixture of MeOH (5 mL) and DMSO (1 mL) was added sodium borohydride (19 mg, 0.51 mmol). The resulting mixture was stirred at ambient temperature for 1 h, then the MeOH was removed in vacuo. The residue was partitioned between saturated aqueous NaHCO3 (20 mL) and CH2Cl2 (20 mL). The aqueous layer was extracted furt... The yield is 83.6%. Procedure: 5.4 g of benzyl (4S)-1-benzyl-3-{(2S)-2-[N-((1S)-1-benzyloxycarbonyl-3-phenylpropyl)amino]propionyl}-2-oxo-imidazolidine-4-carboxylate and 300 mg of palladium black are treated in the same manner as described in Example 1-(2), whereby 3.23 g of (4S)-1-benzyl-3-{(2S)-2-[N-((1S)-1-carboxy-3-phenylpropyl)amino]propionyl}-2-oxo-imidazolidine-4-carboxylic acid are obtained as colorless crystals. Yield: 83.6% The reagents and catalysts are [Pd] (palladium black). Product: C(C1=CC=CC=C1)N1C(N([C@@H](C1)C(=O)O)C([C@H](C)N[C@@H](CCC1=CC=CC=C1)C(=O)O)=O)=O ((4S)-1-benzyl-3-{(2S)-2-[N-((1S)-1-carboxy-3-phenylpropyl)amino]propionyl}-2-oxo-imidazolidine-4-carboxylic acid). Reactants: C(C1=CC=CC=C1)N1C(N([C@@H](C1)C(=O)OCC1=CC=CC=C1)C([C@H](C)N[C@@H](CCC1=CC=CC=C1)C(=O)OCC1=CC=CC=C1)=O)=O (benzyl (4S)-1-benzyl-3-{(2S)-2-[N-((1S)-1-benzyloxycarbonyl-3-phenylpropyl)amino]propionyl}-2-oxo-imidazolidine-4-carboxylate). RXN SMILES: [CH2:1]([N:8]1[CH2:12][C@@H:11]([C:13]([O:15]CC2C=CC=CC=2)=[O:14])[N:10]([C:23](=[O:46])[C@@H:24]([NH:26][C@H:27]([C:36]([O:38]CC2C=CC=CC=2)=[O:37])[CH2:28][CH2:29][C:30]2[CH:35]=[CH:34][CH:33]=[CH:32][CH:31]=2)[CH3:25])[C:9]1=[O:47])[C:2]1[CH:7]=[CH:6][CH:5]=[CH:4][CH:3]=1>[Pd]>[CH2:1]([N:8]1[CH2:12][C@@H:11]([C:13]([OH:15])=[O:14])[N:10]([C:23](=[O:46])[C@@H:24]([NH:26][C@H:27]([C:36]([OH:38])=[O:37])[CH2:28][CH2:29][C:30]2[CH:31]=[CH:32][CH:33]=[CH:34][CH:35]=2)[CH3:25])[C:9]1=[O:47])[C:2]1[CH:7]=[CH:6][CH:5]=[CH:4][CH:3]=1. Reactants: Cc1csc(NC(=O)NCCCl)c1, C1COCN1, O. Yields the product Cc1csc(N=C2NCCO2)c1. As a reaction SMILES: [Cl:1][CH2:2][CH2:3][NH:4][C:5](=[O:6])[NH:7][c:8]1[s:9][cH:10][c:11]([CH3:13])[cH:12]1.[O:14]1[CH2:15][CH2:16][NH:17][CH2:18]1.[OH2:19]>>[CH2:2]1[CH2:3][NH:4][C:5](=[N:7][c:8]2[s:9][cH:10][c:11]([CH3:13])[cH:12]2)[O:6]1.